From a dataset of the Open Reaction Database (ORD), a public repository of structured organic reaction records. describe an organic reaction: reactants, conditions, products, and yield Starting materials: C1(=CC=CC=C1)C1=C(NC2=CC=CC=C12)CCN (3-phenyl-1H-indol-2-ethanamine), C(C)OC(=O)Cl (chloroformic ethyl ester), [OH-].[Na+] (sodium hydroxide). Solvent: C(Cl)Cl (methylene chloride), O (water), O (water). Reaction conditions: time 10 minute. The product is C(C)OC(N)=O.C1(=CC=CC=C1)C1=C(NC2=CC=CC=C12)CCN (3-Phenyl-1H-indol-2-ethanamine carbamic acid ethyl ester). RXN SMILES: [C:1]1([C:7]2[C:15]3[C:10](=[CH:11][CH:12]=[CH:13][CH:14]=3)[NH:9][C:8]=2[CH2:16][CH2:17][NH2:18])[CH:6]=[CH:5][CH:4]=[CH:3][CH:2]=1.[CH2:19]([O:21][C:22](Cl)=[O:23])[CH3:20].[OH-].[Na+]>C(Cl)Cl.O>[CH2:19]([O:21][C:22](=[O:23])[NH2:9])[CH3:20].[C:1]1([C:7]2[C:15]3[C:10](=[CH:11][CH:12]=[CH:13][CH:14]=3)[NH:9][C:8]=2[CH2:16][CH2:17][NH2:18])[CH:2]=[CH:3][CH:4]=[CH:5][CH:6]=1 |f:2.3,6.7|. Procedure details: To a solution of 18.9 g 3-phenyl-1H-indol-2-ethanamine in 220 ml methylene chloride are added 15.3 ml of chloroformic ethyl ester followed by 110 ml water. The mixture is stirred for 10 minutes. 6.4 g sodium hydroxide in 100 ml water are added and stirring is continued for further 20 minutes at room temperature. The organic phase is separated, washed once with 2N tartaric acid and water, dried and evaporated under reduced pressure. The oily residue of the heading compound is used without further... Starting materials: O=C([O-])[O-], CC(C)=CCCC(C)=CCCC(C)=CCCl, CCOC(C)=O, Cl, [K+], [K+], CN(C)C=O, COC(=O)c1ccc(O)cc1O. Product: COC(=O)c1ccc(OCC=C(C)CCC=C(C)CCC=C(C)C)cc1O. Reaction SMILES: [C:13](=[O:14])([O-:15])[O-:16].[CH2:19]([CH:20]=[C:21]([CH3:22])[CH2:23][CH2:24][CH:25]=[C:26]([CH3:27])[CH2:28][CH2:29][CH:30]=[C:31]([CH3:32])[CH3:33])[Cl:34].[CH3:36][CH2:37][O:38][C:39](=[O:40])[CH3:41].[ClH:35].[K+:17].[K+:18].[O:42]=[CH:43][N:44]([CH3:45])[CH3:46].[OH:1][c:2]1[c:3]([C:4](=[O:5])[O:6][CH3:7])[cH:8][cH:9][c:10]([OH:12])[cH:11]1>>[OH:1][c:2]1[c:3]([C:4](=[O:5])[O:6][CH3:7])[cH:8][cH:9][c:10]([O:12][CH2:19][CH:20]=[C:21]([CH3:22])[CH2:23][CH2:24][CH:25]=[C:26]([CH3:27])[CH2:28][CH2:29][CH:30]=[C:31]([CH3:32])[CH3:33])[cH:11]1. Starting materials: O=C([O-])[O-], CCc1nc(C[P+](c2ccccc2)(c2ccccc2)c2ccccc2)cs1, CN(C)C=O, CCOC(=O)c1ccc(-c2nc(COc3ccc(COc4nn(-c5ccccc5)cc4C=O)cc3OC)c(C)o2)s1, [Cl-], [K+], [K+], O. Product: CCOC(=O)c1ccc(-c2nc(COc3ccc(COc4nn(-c5ccccc5)cc4C=Cc4csc(CC)n4)cc3OC)c(C)o2)s1. As a reaction SMILES: [C:70](=[O:71])([O-:72])[O-:73].[CH2:43]([CH3:44])[c:45]1[s:46][cH:47][c:48]([CH2:50][P+:51]([c:52]2[cH:53][cH:54][cH:55][cH:56][cH:57]2)([c:58]2[cH:59][cH:60][cH:61][cH:62][cH:63]2)[c:64]2[cH:65][cH:66][cH:67][cH:68][cH:69]2)[n:49]1.[CH3:76][N:77]([CH3:78])[CH:79]=[O:80].[CH:1](=[O:2])[c:3]1[c:4]([O:14][CH2:15][c:16]2[cH:17][c:18]([O:40][CH3:41])[c:19]([O:20][CH2:21][c:22]3[n:23][c:24](-[c:28]4[cH:29][cH:30][c:31]([C:33](=[O:34])[O:35][CH2:36][CH3:37])[s:32]4)[o:25][c:26]3[CH3:27])[cH:38][cH:39]2)[n:5][n:6](-[c:8]2[cH:9][cH:10][cH:11][cH:12][cH:13]2)[cH:7]1.[Cl-:42].[K+:74].[K+:75].[OH2:81]>>[CH:1]([c:3]1[c:4]([O:14][CH2:15][c:16]2[cH:17][c:18]([O:40][CH3:41])[c:19]([O:20][CH2:21][c:22]3[n:23][c:24](-[c:28]4[cH:29][cH:30][c:31]([C:33](=[O:34])[O:35][CH2:36][CH3:37])[s:32]4)[o:25][c:26]3[CH3:27])[cH:38][cH:39]2)[n:5][n:6](-[c:8]2[cH:9][cH:10][cH:11][cH:12][cH:13]2)[cH:7]1)=[CH:50][c:48]1[cH:47][s:46][c:45]([CH2:43][CH3:44])[n:49]1. The reactants are CC1(OC2=CC=C(C=C2C(C1)=O)C(=O)O)COC1=CC=C(C=C1)[N+](=O)[O-] (2-methyl-2-(4-nitrophenoxymethyl)-4-oxochroman-6-carboxylic acid), CO (methanol), solution, Cl (hydrogen chloride). The solvent is O1CCOCC1 (dioxane). Run at time 8 hour. The product is CC1(OC2=CC=C(C=C2C(C1)=O)C(=O)OC)COC1=CC=C(C=C1)[N+](=O)[O-] (Methyl 2-methyl-2-(4-nitrophenoxymethyl)-4-oxochroman-6-carboxylate). As a reaction SMILES: [CH3:1][C:2]1([CH2:16][O:17][C:18]2[CH:23]=[CH:22][C:21]([N+:24]([O-:26])=[O:25])=[CH:20][CH:19]=2)[CH2:11][C:10](=[O:12])[C:9]2[C:4](=[CH:5][CH:6]=[C:7]([C:13]([OH:15])=[O:14])[CH:8]=2)[O:3]1.[CH3:27]O.Cl>O1CCOCC1>[CH3:1][C:2]1([CH2:16][O:17][C:18]2[CH:23]=[CH:22][C:21]([N+:24]([O-:26])=[O:25])=[CH:20][CH:19]=2)[CH2:11][C:10](=[O:12])[C:9]2[C:4](=[CH:5][CH:6]=[C:7]([C:13]([O:15][CH3:27])=[O:14])[CH:8]=2)[O:3]1. Procedure details: A mixture of 22 g of 2-methyl-2-(4-nitrophenoxymethyl)-4-oxochroman-6-carboxylic acid (prepared as described in Preparation 42), 100 ml of methanol and 200 ml of a 4N solution of hydrogen chloride in dioxane was allowed to stand overnight at room temperature. At the end of this time, the solvent was stripped from the reaction mixture by evaporation under reduced pressure. The residue was then dissolved in benzene, and the resulting solution was washed with water and dried over anhydrous sodium s... The reactants are CN(C)S(=O)(=O)c1cc(C(=O)CBr)ccc1Cl, Br, CCCNC(=S)NCCC, CCOCC, CCCN=C1SCC(O)(c2ccc(Cl)c(S(=O)(=O)N(C)C)c2)N1CCC. The product is CCCN=C1SCC(O)(c2ccc(Cl)c(S(=O)(=O)N(C)C)c2)N1CCC, Cl. As a reaction SMILES: [Br:1][CH2:2][C:3]([c:4]1[cH:5][cH:6][c:7]([Cl:11])[c:8]([S:9](=[O:10])(=[O:12])[N:13]([CH3:14])[CH3:15])[cH:16]1)=[O:17].[BrH:28].[CH2:18]([NH:19][C:20]([NH:21][CH2:22][CH2:23][CH3:24])=[S:25])[CH2:26][CH3:27].[CH3:55][CH2:56][O:57][CH2:58][CH3:59].[Cl:29][c:30]1[c:31]([S:49]([N:50]([CH3:51])[CH3:52])(=[O:53])=[O:54])[cH:32][c:33]([C:36]2([OH:48])[N:37]([CH2:45][CH2:46][CH3:47])[C:38](=[N:41][CH2:42][CH2:43][CH3:44])[S:39][CH2:40]2)[cH:34][cH:35]1>>[Cl:29][c:30]1[c:31]([S:49]([N:50]([CH3:51])[CH3:52])(=[O:53])=[O:54])[cH:32][c:33]([C:36]2([OH:48])[N:37]([CH2:45][CH2:46][CH3:47])[C:38](=[N:41][CH2:42][CH2:43][CH3:44])[S:39][CH2:40]2)[cH:34][cH:35]1.[ClH:11].